From a dataset of the Open Reaction Database (ORD), a public repository of structured organic reaction records. describe an organic reaction: reactants, conditions, products, and yield Starting materials: ClC1=CC=C(N=N1)N1CC(C1)O (1-(6-Chloropyridazine-3-yl)azetidin-3-ol), CN(C)C=O (DMF), [H-].[Na+] (sodium hydride), CI (methyl iodide). Run in C(Cl)(Cl)Cl (CHCl3), CCOC(=O)C (EtOAc), O (water). Conditions: temperature 0 celsius, time 10 minute. Yields the product ClC=1N=NC(=CC1)N1CC(C1)OC (3-chloro-6-(3-methoxyazetidin-1-yl)pyridazine). Reaction SMILES: [Cl:1][C:2]1[N:7]=[N:6][C:5]([N:8]2[CH2:11][CH:10]([OH:12])[CH2:9]2)=[CH:4][CH:3]=1.[CH3:13]N(C=O)C.[H-].[Na+].CI>C(Cl)(Cl)Cl.CCOC(C)=O.O>[Cl:1][C:2]1[N:7]=[N:6][C:5]([N:8]2[CH2:9][CH:10]([O:12][CH3:13])[CH2:11]2)=[CH:4][CH:3]=1 |f:2.3|. Procedure: 1-(6-Chloropyridazine-3-yl)azetidin-3-ol (599 mg) was mixed with DMF (6 ml), and sodium hydride (55% suspended in oil) (211 mg) was added thereto at 0° C., followed by stirring at 0° C. for 10 minutes. Then, methyl iodide (916 mg) was added thereto at 0° C., followed by stirring at room temperature overnight. To the reaction mixture were added water, EtOAc, and CHCl3, and the organic layer was washed with water and saturated brine, then dried over anhydrous Na2CO3, and concentrated under reduced...